This data is from the Open Reaction Database (ORD), a public repository of structured organic reaction records. The task is: describe an organic reaction: reactants, conditions, products, and yield As a reaction SMILES: [CH2:14]1[CH2:15][CH2:16][NH:17][CH2:18][CH2:19]1.[CH3:1][O:2][N:3]=[C:4]1[CH2:5][CH2:6][c:7]2[c:8]([Br:13])[cH:9][cH:10][cH:11][c:12]21.[CH3:20][C:21]([CH3:22])([O-:23])[CH3:24].[Na+:25].[O:116]=[C:117]([CH:118]=[CH:119][c:120]1[cH:121][cH:122][cH:123][cH:124][cH:125]1)[CH:126]=[CH:127][c:128]1[cH:129][cH:130][cH:131][cH:132][cH:133]1.[O:72]1[CH2:73][CH2:74][O:75][CH2:76][CH2:77]1.[O:80]=[C:81]([CH:82]=[CH:83][c:84]1[cH:85][cH:86][cH:87][cH:88][cH:89]1)[CH:90]=[CH:91][c:92]1[cH:93][cH:94][cH:95][cH:96][cH:97]1.[O:98]=[C:99]([CH:100]=[CH:101][c:102]1[cH:103][cH:104][cH:105][cH:106][cH:107]1)[CH:108]=[CH:109][c:110]1[cH:111][cH:112][cH:113][cH:114][cH:115]1.[Pd:78].[Pd:79].[cH:26]1[cH:27][cH:28][c:29]([P:30]([c:31]2[cH:32][cH:33][c:34]3[c:35]([cH:36][cH:37][cH:38][cH:39]3)[c:40]2-[c:41]2[c:42]3[c:43]([cH:44][cH:45][cH:46][cH:47]3)[cH:48][cH:49][c:50]2[P:51]([c:52]2[cH:53][cH:54][cH:55][cH:56][cH:57]2)[c:58]2[cH:59][cH:60][cH:61][cH:62][cH:63]2)[c:64]2[cH:65][cH:66][cH:67][cH:68][cH:69]2)[cH:70][cH:71]1>>[CH3:1][O:2][N:3]=[C:4]1[CH2:5][CH2:6][c:7]2[c:8]([N:17]3[CH2:16][CH2:15][CH2:14][CH2:19][CH2:18]3)[cH:9][cH:10][cH:11][c:12]21. Product: CON=C1CCc2c1cccc2N1CCCCC1. Starting materials: C1CCNCC1, CON=C1CCc2c(Br)cccc21, CC(C)(C)[O-], [Na+], O=C(C=Cc1ccccc1)C=Cc1ccccc1, C1COCCO1, O=C(C=Cc1ccccc1)C=Cc1ccccc1, O=C(C=Cc1ccccc1)C=Cc1ccccc1, [Pd], [Pd], c1ccc(P(c2ccccc2)c2ccc3ccccc3c2-c2c(P(c3ccccc3)c3ccccc3)ccc3ccccc23)cc1. Starting materials: CCC(NC(=O)c1c(CS(C)=O)c(-c2ccccc2)nc2ccccc12)c1ccccc1, CCC(NC(=O)c1c(CSC(C)C)c(-c2ccccc2)nc2ccccc12)c1ccccc1. Product: CCC(NC(=O)c1c(CS(=O)C(C)C)c(-c2ccccc2)nc2ccccc12)c1ccccc1. Reaction SMILES: [CH3:1][S:2](=[O:3])[CH2:4][c:5]1[c:6](-[c:7]2[cH:8][cH:9][cH:10][cH:11][cH:12]2)[n:13][c:14]2[c:15]([c:16]1[C:17]([NH:18][CH:19]([c:20]1[cH:21][cH:22][cH:23][cH:24][cH:25]1)[CH2:26][CH3:27])=[O:28])[cH:29][cH:30][cH:31][cH:32]2.[CH:33]([CH3:34])([CH3:35])[S:36][CH2:37][c:38]1[c:39](-[c:60]2[cH:61][cH:62][cH:63][cH:64][cH:65]2)[n:40][c:41]2[cH:42][cH:43][cH:44][cH:45][c:46]2[c:47]1[C:48](=[O:49])[NH:50][CH:51]([CH2:52][CH3:53])[c:54]1[cH:55][cH:56][cH:57][cH:58][cH:59]1>>[O:3]=[S:36]([CH:33]([CH3:34])[CH3:35])[CH2:37][c:38]1[c:39](-[c:60]2[cH:61][cH:62][cH:63][cH:64][cH:65]2)[n:40][c:41]2[cH:42][cH:43][cH:44][cH:45][c:46]2[c:47]1[C:48](=[O:49])[NH:50][CH:51]([CH2:52][CH3:53])[c:54]1[cH:55][cH:56][cH:57][cH:58][cH:59]1. Reactants: O, O, O=C(O)CN(CC(=O)O)CP(=O)(O)O. The product is O=C(O)CNCP(=O)(O)O. As a reaction SMILES: [O:15].[OH2:16].[P:1](=[O:2])([OH:3])([OH:4])[CH2:5][N:6]([CH2:7][C:8](=[O:9])[OH:10])[CH2:11][C:12]([OH:13])=[O:14]>>[P:1](=[O:2])([OH:3])([OH:4])[CH2:5][NH:6][CH2:7][C:8](=[O:9])[OH:10]. The reactants are O=C(O)C1(C(=O)O)CC1, C1CCOC1, CNc1ccccc1, CCOC(C)=O. Product: CN(C(=O)C1(C(=O)O)CC1)c1ccccc1. As a reaction SMILES: [C:1]1([C:4](=[O:5])[OH:6])([C:7](=[O:8])[OH:9])[CH2:2][CH2:3]1.[CH2:18]1[O:19][CH2:20][CH2:21][CH2:22]1.[CH3:10][NH:11][c:12]1[cH:13][cH:14][cH:15][cH:16][cH:17]1.[CH3:23][CH2:24][O:25][C:26]([CH3:27])=[O:28]>>[C:1]1([C:4](=[O:5])[N:11]([CH3:10])[c:12]2[cH:13][cH:14][cH:15][cH:16][cH:17]2)([C:7](=[O:8])[OH:9])[CH2:2][CH2:3]1.